From a dataset of the Open Reaction Database (ORD), a public repository of structured organic reaction records. describe an organic reaction: reactants, conditions, products, and yield Starting materials: Cn1cc(SC(Cl)Cl)c(=O)c2ccc(F)cc21, ClCCl, O=C(OO)c1cccc(Cl)c1. Product: Cn1cc(S(=O)C(Cl)Cl)c(=O)c2ccc(F)cc21. RXN SMILES: [Cl:1][CH:2]([S:3][c:4]1[cH:5][n:6]([CH3:16])[c:7]2[cH:8][c:9]([F:15])[cH:10][cH:11][c:12]2[c:13]1=[O:14])[Cl:17].[Cl:29][CH2:30][Cl:31].[OH:18][O:19][C:20]([c:21]1[cH:22][c:23]([Cl:24])[cH:25][cH:26][cH:27]1)=[O:28]>>[Cl:1][CH:2]([S:3]([c:4]1[cH:5][n:6]([CH3:16])[c:7]2[cH:8][c:9]([F:15])[cH:10][cH:11][c:12]2[c:13]1=[O:14])=[O:18])[Cl:17].